The task is: describe an organic reaction: reactants, conditions, products, and yield. This data is from the Open Reaction Database (ORD), a public repository of structured organic reaction records. The reactants are CN1CCN(CC1)C=2C=CC3=C(C2)N=C(N3)C=4C=CC5=C(C4)N=C(N5)C=6C=CC(=CC6)O (Hoechst 33258), [OH-].[NH4+] (ammonium hydroxide). Solvent: C(C)(C)O.O (isopropanol water). Product: CN1CCN(CC1)C2=CC3=C(C=C2)N=C(N3)C4=CC5=C(C=C4)NC(=C6C=CC(=O)C=C6)N5 (bisbenzimidazole). Reaction SMILES: [CH3:1][N:2]1[CH2:7][CH2:6][N:5]([C:8]2[CH:9]=[CH:10][C:11]3[NH:16][C:15]([C:17]4[CH:18]=[CH:19][C:20]5[NH:25][C:24]([C:26]6[CH:27]=[CH:28][C:29]([OH:32])=[CH:30][CH:31]=6)=[N:23][C:21]=5[CH:22]=4)=[N:14][C:12]=3[CH:13]=2)[CH2:4][CH2:3]1.[OH-].[NH4+]>C(O)(C)C.O>[CH3:1][N:2]1[CH2:7][CH2:6][N:5]([C:8]2[CH:9]=[CH:10][C:11]3[N:16]=[C:15]([C:17]4[CH:18]=[CH:19][C:20]5[NH:25][C:24]([NH:23][C:21]=5[CH:22]=4)=[C:26]4[CH:27]=[CH:28][C:29](=[O:32])[CH:30]=[CH:31]4)[NH:14][C:12]=3[CH:13]=2)[CH2:4][CH2:3]1 |f:1.2,3.4|. Reported procedure: Hoechst 33258 (3.0 g, 5 mmol) was dissolved in a hot mixture of isopropanol-water (24 mL/12 mL) and neutralized with ammonium hydroxide (3 mL). The precipitate was filtered, triturated with Et2O and dried in vacuo to obtain the free base of bisbenzimidazole. A 1.0 M solution of Bu4NOH in MeOH (0.6 mL, 0.6 mmol) was added to the solution of bisbenzimidazole (1.635 g, 3.85 mmol) in MeOH (30 mL), stirred for 15 min and concentrated to dryness in vacuo. Iodonaphthoquinone 5 (1.485 g, 3.87 mmol) in D... Starting materials: CCO, CCCn1c(=O)cc(Cl)c2ccccc21, NN, O. Yields the product CCCn1c(=O)cc(NN)c2ccccc21. Reaction SMILES: [CH3:19][CH2:20][OH:21].[Cl:1][c:2]1[cH:3][c:4](=[O:15])[n:5]([CH2:12][CH2:13][CH3:14])[c:6]2[cH:7][cH:8][cH:9][cH:10][c:11]12.[NH2:17][NH2:18].[OH2:16]>>[c:2]1([NH:17][NH2:18])[cH:3][c:4](=[O:15])[n:5]([CH2:12][CH2:13][CH3:14])[c:6]2[cH:7][cH:8][cH:9][cH:10][c:11]12. The reactants are [H-].[Al+3].[Li+].[H-].[H-].[H-] (lithium aluminum hydride), ClC1=CC(=C(OC2=C(C=CC=C2)CC(=O)OC)C=C1)OCC(=O)NC (methyl 2-[4-chloro-2-[[(methylamino) carbonyl]methoxy]phenoxy]benzeneacetate), O (water). Solvent: O1CCCC1 (tetrahydrofuran), O1CCCC1 (tetrahydrofuran). Conditions: temperature 40 celsius, time 8 hour. Product: ClC1=CC(=C(OC2=C(C=CC=C2)CCO)C=C1)OCCNC (2-[4-chloro-2-[2- (methylamino)ethoxy]phenoxy]benzene ethanol). Isolated yield 83.5%. RXN SMILES: [Cl:1][C:2]1[CH:19]=[CH:18][C:5]([O:6][C:7]2[CH:12]=[CH:11][CH:10]=[CH:9][C:8]=2[CH2:13][C:14](OC)=[O:15])=[C:4]([O:20][CH2:21][C:22]([NH:24][CH3:25])=O)[CH:3]=1.[H-].[Al+3].[Li+].[H-].[H-].[H-].O>O1CCCC1>[Cl:1][C:2]1[CH:19]=[CH:18][C:5]([O:6][C:7]2[CH:12]=[CH:11][CH:10]=[CH:9][C:8]=2[CH2:13][CH2:14][OH:15])=[C:4]([O:20][CH2:21][CH2:22][NH:24][CH3:25])[CH:3]=1 |f:1.2.3.4.5.6|. Procedure: 27.2 g of methyl 2-[4-chloro-2-[[(methylamino) carbonyl]methoxy]phenoxy]benzeneacetate was dissolved in 800 ml of dry tetrahydrofuran and slowly added to a suspension of 8.7 g lithium aluminum hydride in 800 ml of dry tetrahydrofuran. The reaction mixture was stirred overnight at 40° C. and after addition of 35 ml of water stirred for another 1 h. The salts were removed by filtration with suction and the filtrate was evaporated in vacuo, to give 20.1 g (84%) of 2-[4-chloro-2-[2- (methylamino)eth...